From a dataset of the Open Reaction Database (ORD), a public repository of structured organic reaction records. describe an organic reaction: reactants, conditions, products, and yield The reactants are NC1=C2C(=NC=N1)N(N=C2C2=CC(=CC=C2)OC)C(C)C=2OC1=CC=CC=C1C(C2C2=CC(=CC=C2)F)=O (2-(1-(4-amino-3-(3-methoxyphenyl)-1H-pyrazolo[3,4-d]pyrimidin-1-yl)ethyl)-3-(3-fluorophenyl)-4H-chromen-4-one). Run in ClCCl (dichloromethane), B(Br)(Br)Br (BBr3), ClCCl (dichloromethane). Reaction conditions: time 12 hour. Yields the product NC1=C2C(=NC=N1)N(N=C2C2=CC(=CC=C2)O)C(C)C=2OC1=CC=CC=C1C(C2C2=CC(=CC=C2)F)=O (2-(1-(4-amino-3-(3-hydroxyphenyl)-1H-pyrazolo[3,4-d]pyrimidin-1-yl)ethyl)-3-(3-fluorophenyl)-4H-chromen-4-one), solid. Yield: 75.0%. RXN SMILES: [NH2:1][C:2]1[N:7]=[CH:6][N:5]=[C:4]2[N:8]([CH:19]([C:21]3[O:22][C:23]4[C:28]([C:29](=[O:38])[C:30]=3[C:31]3[CH:36]=[CH:35][CH:34]=[C:33]([F:37])[CH:32]=3)=[CH:27][CH:26]=[CH:25][CH:24]=4)[CH3:20])[N:9]=[C:10]([C:11]3[CH:16]=[CH:15][CH:14]=[C:13]([O:17]C)[CH:12]=3)[C:3]=12>ClCCl.B(Br)(Br)Br>[NH2:1][C:2]1[N:7]=[CH:6][N:5]=[C:4]2[N:8]([CH:19]([C:21]3[O:22][C:23]4[C:28]([C:29](=[O:38])[C:30]=3[C:31]3[CH:36]=[CH:35][CH:34]=[C:33]([F:37])[CH:32]=3)=[CH:27][CH:26]=[CH:25][CH:24]=4)[CH3:20])[N:9]=[C:10]([C:11]3[CH:16]=[CH:15][CH:14]=[C:13]([OH:17])[CH:12]=3)[C:3]=12. Procedure details: To a solution of Example 51 (0.150 g, 0.290 mmoles) in dichloromethane (25 ml), BBr3 (1M in dichloromethane, 1.5 ml) was added at 0° C. and the reaction mixture was warmed to RT and then stirred for 12 h. The reaction mixture was quenched with 1.5N HCl solution and extracted with dichloromethane. The organic layer was dried over sodium sulphate and concentrated. The crude product was purified by column chromatography with methanol: dichloromethane to afford the title compound as grey colour soli... The yield is 43.0%. Product: C(C)NCCS(=O)(=O)OC1=C2CNC(C2=C(C=C1)C=1N(C2=CC=C(C=C2C1)CN1CCCCC1)C(=O)OC(C)(C)C)=O (4-[2-(ethylamino)ethanesulfonyloxy]-7-[1-(tert-butoxycarbonyl)-5-(piperidinomethyl)indol-2-yl]isoindolinone). Procedure details: 4-Ethenesulfonyloxy-7-[1-(tert-butoxycarbonyl)-5-(piperidinomethyl)indol-2-yl]isoindolinone (0.0734 g, 0.133 mmol) was dissolved in methanol (1.5 mL), and the solution was added with 70% aqueous ethylamine solution (1.5 mL), followed by stirring at room temperature for 5 hours. The solvent was evaporated under reduced pressure and the residue was purified by thin-layer chromatography (chloroform/methanol=6/1) to obtain 4-[2-(ethylamino)ethanesulfonyloxy]-7-[1-(tert-butoxycarbonyl)-5-(piperidinom... The reactants are C(=C)S(=O)(=O)OC1=C2CNC(C2=C(C=C1)C=1N(C2=CC=C(C=C2C1)CN1CCCCC1)C(=O)OC(C)(C)C)=O (4-Ethenesulfonyloxy-7-[1-(tert-butoxycarbonyl)-5-(piperidinomethyl)indol-2-yl]isoindolinone), C(C)N (ethylamine). As a reaction SMILES: [CH:1]([S:3]([O:6][C:7]1[CH:15]=[CH:14][C:13]([C:16]2[N:17]([C:32]([O:34][C:35]([CH3:38])([CH3:37])[CH3:36])=[O:33])[C:18]3[C:23]([CH:24]=2)=[CH:22][C:21]([CH2:25][N:26]2[CH2:31][CH2:30][CH2:29][CH2:28][CH2:27]2)=[CH:20][CH:19]=3)=[C:12]2[C:8]=1[CH2:9][NH:10][C:11]2=[O:39])(=[O:5])=[O:4])=[CH2:2].[CH2:40]([NH2:42])[CH3:41]>CO>[CH2:40]([NH:42][CH2:2][CH2:1][S:3]([O:6][C:7]1[CH:15]=[CH:14][C:13]([C:16]2[N:17]([C:32]([O:34][C:35]([CH3:38])([CH3:37])[CH3:36])=[O:33])[C:18]3[C:23]([CH:24]=2)=[CH:22][C:21]([CH2:25][N:26]2[CH2:31][CH2:30][CH2:29][CH2:28][CH2:27]2)=[CH:20][CH:19]=3)=[C:12]2[C:8]=1[CH2:9][NH:10][C:11]2=[O:39])(=[O:4])=[O:5])[CH3:41]. Solvent: CO (methanol). Conditions: time 5 hour. Product: O=C(c1cc(C2CCOCC2)sc1Cl)N1CCCCCC1. RXN SMILES: [CH3:29][C:30](=[O:31])[OH:32].[Cl:1][N:2]1[C:3](=[O:4])[CH2:5][CH2:6][C:7]1=[O:8].[N:9]1([C:16](=[O:17])[c:18]2[cH:19][s:20][c:21]([CH:23]3[CH2:24][CH2:25][O:26][CH2:27][CH2:28]3)[cH:22]2)[CH2:10][CH2:11][CH2:12][CH2:13][CH2:14][CH2:15]1.[OH2:33]>>[Cl:1][c:19]1[c:18]([C:16]([N:9]2[CH2:10][CH2:11][CH2:12][CH2:13][CH2:14][CH2:15]2)=[O:17])[cH:22][c:21]([CH:23]2[CH2:24][CH2:25][O:26][CH2:27][CH2:28]2)[s:20]1. The reactants are CC(=O)O, O=C1CCC(=O)N1Cl, O=C(c1csc(C2CCOCC2)c1)N1CCCCCC1, O. The reactants are C1CNC1, C1CCOC1, Cc1cc(-c2ccc(C(F)(F)F)cc2)cc(-c2cccc(-c3cccc(S(=O)(=O)Cl)c3)n2)n1, CCOC(C)=O. Yields the product Cc1cc(-c2ccc(C(F)(F)F)cc2)cc(-c2cccc(-c3cccc(S(=O)(=O)N4CCC4)c3)n2)n1. RXN SMILES: [CH2:34]1[CH2:35][NH:36][CH2:37]1.[CH2:38]1[O:39][CH2:40][CH2:41][CH2:42]1.[CH3:1][c:2]1[cH:3][c:4](-[c:24]2[cH:25][cH:26][c:27]([C:30]([F:31])([F:32])[F:33])[cH:28][cH:29]2)[cH:5][c:6](-[c:8]2[n:9][c:10](-[c:14]3[cH:15][c:16]([S:20](=[O:21])(=[O:22])[Cl:23])[cH:17][cH:18][cH:19]3)[cH:11][cH:12][cH:13]2)[n:7]1.[CH3:43][CH2:44][O:45][C:46]([CH3:47])=[O:48]>>[CH3:1][c:2]1[cH:3][c:4](-[c:24]2[cH:25][cH:26][c:27]([C:30]([F:31])([F:32])[F:33])[cH:28][cH:29]2)[cH:5][c:6](-[c:8]2[n:9][c:10](-[c:14]3[cH:15][c:16]([S:20](=[O:21])(=[O:22])[N:36]4[CH2:35][CH2:34][CH2:37]4)[cH:17][cH:18][cH:19]3)[cH:11][cH:12][cH:13]2)[n:7]1. The reactants are O.O=C1NN=CC(N1[Na])=O (3,5-Dioxo-4-sodio-2,3,4,5-tetrahydro-1,2,4-triazine monohydrate). Reagents/catalysts: [Pt]=O (platinum oxide). Solvent: O (water), C(C)O (ethanol). Product: O.O.O=C1NNCC(N1[Na])=O (3,5-dioxo-4-sodio-hexahydro-1,2,4-triazine dihydrate). Reaction SMILES: [OH2:1].[O:2]=[C:3]1[N:8]([Na:9])[C:7](=[O:10])[CH:6]=[N:5][NH:4]1>O.C(O)C.[Pt]=O>[OH2:2].[OH2:1].[O:2]=[C:3]1[N:8]([Na:9])[C:7](=[O:10])[CH2:6][NH:5][NH:4]1 |f:0.1,5.6.7|. Procedure: 3,5-Dioxo-4-sodio-2,3,4,5-tetrahydro-1,2,4-triazine monohydrate (770 mg) dissolved in water (60 ml) is hydrogenated for 4 hours in the presence of platinum oxide (100 mg) at atmospheric pressure. The catalyst is filtered off, and the filtrate is concentrated in vacuo to give a colorless transparent liquid. The liquid is dissolved in ethanol (30 ml), and the solvent is then removed in vacuo to give amorphous solids of 3,5-dioxo-4-sodio-hexahydro-1,2,4-triazine dihydrate (Compound No. 4). Yield, 8... Starting materials: ethyl or methyl-3-aminopropionate hydrochloride, C(=O)C1=CC=C(C(=O)O)C=C1 (4-formylbenzoic acid), ClCCl (dichloromethane), CN(C)C=O (DMF), C(C)(C)N(CC)C(C)C (diisopropylethylamine), C1CCOC1 (THF). Reaction conditions: time 4 hour. The product is C(=O)C1=CC=C(C(=O)NCCC(=O)OC)C=C1 (methyl 3-[(4-formylbenzoyl)amino]propionate). RXN SMILES: [CH:1]([C:3]1[CH:11]=[CH:10][C:6]([C:7]([OH:9])=O)=[CH:5][CH:4]=1)=[O:2].ClCCl.CN([CH:18]=[O:19])C.C([N:23](C(C)C)CC)(C)C.[CH2:29]1C[O:32][CH2:31][CH2:30]1>>[CH:1]([C:3]1[CH:4]=[CH:5][C:6]([C:7]([NH:23][CH2:29][CH2:30][C:31]([O:19][CH3:18])=[O:32])=[O:9])=[CH:10][CH:11]=1)=[O:2]. Reported procedure: To a solution of the 4-formylbenzoic acid in a suitable solvent such as dichloromethane, DMF or THF was added diisopropylethylamine (3 eq) and 3-[(dimethyliminium)-(dimethylamino)methyl]-1,2,3-benzotriazol-1-ium-1-olate hexafluorophosphate (HBTU) (1.1 eq). The reaction was allowed to stir for 30 min before ethyl or methyl-3-aminopropionate hydrochloride (1.1 eq) was added. The solution was stirred at room temperature for 4 hours. The solvents were evaporated under reduced pressure. The residue w... Product: C=CCNC(C=C)c1cccnc1. As a reaction SMILES: [CH:2](=[CH2:3])[Mg+:4].[Cl-:1].[n:5]1[cH:6][c:7]([CH:11]=[N:12][CH2:13][CH:14]=[CH2:15])[cH:8][cH:9][cH:10]1>>[CH:2](=[CH2:3])[CH:11]([c:7]1[cH:6][n:5][cH:10][cH:9][cH:8]1)[NH:12][CH2:13][CH:14]=[CH2:15]. The reactants are C=C[Mg+], [Cl-], C=CCN=Cc1cccnc1.